From a dataset of the Open Reaction Database (ORD), a public repository of structured organic reaction records. describe an organic reaction: reactants, conditions, products, and yield Run at time 4 hour. Reagents/catalysts: [Pd] (palladium on carbon). Product: OC1=C(C=CC=C1O)CCCCCCOC=1C=C(C(=O)O)C=C(C1)OCCCCCCCCCCCCCC (3-[[6-(2,3-dihydroxyphenyl)hexyl]oxy]-5-(tetradecyloxy) benzoic acid). Solvent: C1CCOC1 (THF). Reaction SMILES: C1(C[O:8][C:9]2[C:14]([O:15]CC3C=CC=CC=3)=[CH:13][CH:12]=[CH:11][C:10]=2[CH2:23][CH2:24][CH2:25][CH2:26][CH2:27][CH2:28][O:29][C:30]2[CH:31]=[C:32]([CH:36]=[C:37]([O:39][CH2:40][CH2:41][CH2:42][CH2:43][CH2:44][CH2:45][CH2:46][CH2:47][CH2:48][CH2:49][CH2:50][CH2:51][CH2:52][CH3:53])[CH:38]=2)[C:33]([OH:35])=[O:34])C=CC=CC=1.[H][H]>[Pd].C1COCC1>[OH:8][C:9]1[C:14]([OH:15])=[CH:13][CH:12]=[CH:11][C:10]=1[CH2:23][CH2:24][CH2:25][CH2:26][CH2:27][CH2:28][O:29][C:30]1[CH:31]=[C:32]([CH:36]=[C:37]([O:39][CH2:40][CH2:41][CH2:42][CH2:43][CH2:44][CH2:45][CH2:46][CH2:47][CH2:48][CH2:49][CH2:50][CH2:51][CH2:52][CH3:53])[CH:38]=1)[C:33]([OH:35])=[O:34]. Starting materials: C1(=CC=CC=C1)COC1=C(C=CC=C1OCC1=CC=CC=C1)CCCCCCOC=1C=C(C(=O)O)C=C(C1)OCCCCCCCCCCCCCC (3-[[6-[2,3-bis(phenylmethoxy)phenyl]hexyl]oxy]-5-(tetradecyloxy)benzoic acid), [H][H] (hydrogen). Yield: 91.5%. Procedure details: A mixture of 1.66 g of 3-[[6-[2,3-bis(phenylmethoxy)phenyl]hexyl]oxy]-5-(tetradecyloxy)benzoic acid and 0.3 g of 10% palladium on carbon in 75 ml of THF was stirred in a hydrogen atmosphere until uptake ceased after 4 hours. The usual workup followed by trituration with hexane and filtration gave 1.14 g (91% yield, mp 92°-94°) of 3-[[6-(2,3-dihydroxyphenyl)hexyl]oxy]-5-(tetradecyloxy) benzoic acid. Run in CCOC(=O)C (EtOAc). Product: C(C)(C)(C)OC(=O)N1C[C@@H](CCC1)N1C(=NC2=C1C=CC=C2)[C@H](C)N ((R)-3-[2-((S)-1-Aminoethyl)benzoimidazol-1-yl]piperidine-1-carboxylic acid tertbutyl ester). Yield: 83.3%. Reactants: C(C)(C)(C)OC(=O)N1C[C@@H](CCC1)N1C(=NC2=C1C=CC=C2)[C@H](C)NC(=O)OCC2=CC=CC=C2 ((R)-3-[2-((S)-1-benzyloxycarbonylaminoethyl)benzoimidazol-1-yl]piperidine-1-carboxylic acid tertbutyl ester), CC(=O)O (AcOH). Reaction conditions: time 20 hour. Reported procedure: A mixture of (R)-3-[2-((S)-1-benzyloxycarbonylaminoethyl)benzoimidazol-1-yl]piperidine-1-carboxylic acid tertbutyl ester (2.75 g, 5.75 mmol) 10% Pd/C (275 mg) and AcOH (4 mL) in EtOAc (40 mL) was purged with a stream of nitrogen and then was stirred at RT for 20 h under an hydrogen atmosphere. The suspension was then filtered through a PTFE frit and the filtrate was concentrated in vacuo. The resulting residue was purified by column chromatography (Si—PCC, gradient 0-10% 2M NH3/MeOH in DCM) affo... RXN SMILES: [C:1]([O:5][C:6]([N:8]1[CH2:13][CH2:12][CH2:11][C@@H:10]([N:14]2[C:18]3[CH:19]=[CH:20][CH:21]=[CH:22][C:17]=3[N:16]=[C:15]2[C@@H:23]([NH:25]C(OCC2C=CC=CC=2)=O)[CH3:24])[CH2:9]1)=[O:7])([CH3:4])([CH3:3])[CH3:2].CC(O)=O>CCOC(C)=O>[C:1]([O:5][C:6]([N:8]1[CH2:13][CH2:12][CH2:11][C@@H:10]([N:14]2[C:18]3[CH:19]=[CH:20][CH:21]=[CH:22][C:17]=3[N:16]=[C:15]2[C@@H:23]([NH2:25])[CH3:24])[CH2:9]1)=[O:7])([CH3:4])([CH3:2])[CH3:3]. The reactants are O=Cc1ccc(C(=O)O)cc1, Cc1ccc(C)cc1, [Na+], [OH-], O. Yields the product Cc1ccc(C(=O)O)cc1. As a reaction SMILES: [C:4](=[O:5])([OH:6])[c:7]1[cH:8][cH:9][c:10]([CH:11]=[O:12])[cH:13][cH:14]1.[CH3:15][c:16]1[cH:17][cH:18][c:19]([CH3:20])[cH:21][cH:22]1.[Na+:3].[OH-:2].[OH2:1]>>[C:4](=[O:5])([OH:6])[c:7]1[cH:8][cH:9][c:10]([CH3:11])[cH:13][cH:14]1. Reactants: FC=1C=CC2=C(OCC3=C(C2=O)C=CC=N3)C1 (8-fluoro-11H-10-oxa-1-aza-dibenzo[a,d]cyclohepten-5-one), [C@@H]([C@H](C(=O)[O-])O)(C(=O)[O-])O.[Na+].[K+] (Rochelle's salt). Reagents/catalysts: [CH3-].C[Al+]C.[CH-]1C=CC=C1.[CH-]1C=CC=C1.[Cl-].[Ti+3] (Tebbe reagent). Run in O1CCCC1 (tetrahydrofuran). Reaction conditions: temperature 0 celsius, time 10 minute. Product: FC=1C=CC2=C(OCC3=C(C2=C)C=CC=N3)C1 (8-Fluoro-5-methylene-5,11-dihydro-10-oxa-1-aza-dibenzo[a,d]cycloheptene). The yield is 74.0%. As a reaction SMILES: [F:1][C:2]1[CH:3]=[CH:4][C:5]2[C:11](=O)[C:10]3[CH:13]=[CH:14][CH:15]=[N:16][C:9]=3[CH2:8][O:7][C:6]=2[CH:17]=1.[C@H:18](O)(C([O-])=O)[C@@H](O)C([O-])=O.[Na+].[K+]>[CH3-].C[Al+]C.[CH-]1C=CC=C1.[CH-]1C=CC=C1.[Cl-].[Ti+3].O1CCCC1>[F:1][C:2]1[CH:3]=[CH:4][C:5]2[C:11](=[CH2:18])[C:10]3[CH:13]=[CH:14][CH:15]=[N:16][C:9]=3[CH2:8][O:7][C:6]=2[CH:17]=1 |f:1.2.3,4.5.6.7.8.9|. Procedure: Combine 8-fluoro-11H-10-oxa-1-aza-dibenzo[a,d]cyclohepten-5-one (567 mg, 2.47 mmol) and anhydrous tetrahydrofuran (25 mL). Chill the solution to 0° C. and add Tebbe reagent (0.5M/L solution in toluene, 5.4 mL, 2.72 mmol). Remove cooling and stir the admixture for 10 min. Quench the reaction by adding saturated aqueous Rochelle's salt solution (75 mL). Stir the biphasic mixture rapidly for 10 min, then separate the layers and extract the aqueous layer with ethyl acetate. Dry the combined organic ... Reactants: C1CCOC1, CCOC(=O)COC, COc1ccc(-c2nc(CCCOc3ccc(C=O)c4ccccc34)c(C)o2)cc1, [Li]CCCC, CC(C)NC(C)C. Yields the product CCOC(=O)C(OC)C(O)c1ccc(OCCCc2nc(-c3ccc(OC)cc3)oc2C)c2ccccc12. Reaction SMILES: [CH2:51]1[O:52][CH2:53][CH2:54][CH2:55]1.[CH3:13][O:14][CH2:15][C:16](=[O:17])[O:18][CH2:19][CH3:20].[CH3:21][O:22][c:23]1[cH:24][cH:25][c:26](-[c:29]2[o:30][c:31]([CH3:50])[c:32]([CH2:34][CH2:35][CH2:36][O:37][c:38]3[cH:39][cH:40][c:41]([CH:48]=[O:49])[c:42]4[cH:43][cH:44][cH:45][cH:46][c:47]34)[n:33]2)[cH:27][cH:28]1.[CH3:8][CH2:9][CH2:10][CH2:11][Li:12].[CH:1]([NH:2][CH:3]([CH3:4])[CH3:5])([CH3:6])[CH3:7]>>[CH3:13][O:14][CH:15]([C:16](=[O:17])[O:18][CH2:19][CH3:20])[CH:48]([c:41]1[cH:40][cH:39][c:38]([O:37][CH2:36][CH2:35][CH2:34][c:32]2[c:31]([CH3:50])[o:30][c:29](-[c:26]3[cH:25][cH:24][c:23]([O:22][CH3:21])[cH:28][cH:27]3)[n:33]2)[c:47]2[c:42]1[cH:43][cH:44][cH:45][cH:46]2)[OH:49]. As a reaction SMILES: [Br:20][N:21]1[C:22](=[O:23])[CH2:24][CH2:25][C:26]1=[O:27].[CH2:56]([Cl:57])[Cl:58].[CH:28]1([CH2:33][CH:34]([C:35](=[O:36])[OH:37])[c:38]2[cH:39][c:40]([F:48])[c:41]([S:44](=[O:45])(=[O:46])[CH3:47])[cH:42][cH:43]2)[CH2:29][CH2:30][CH2:31][CH2:32]1.[NH2:49][c:50]1[n:51][cH:52][cH:53][cH:54][cH:55]1.[c:1]1([P:2]([c:3]2[cH:4][cH:5][cH:6][cH:7][cH:8]2)[c:9]2[cH:10][cH:11][cH:12][cH:13][cH:14]2)[cH:15][cH:16][cH:17][cH:18][cH:19]1>>[CH:28]1([CH2:33][CH:34]([C:35](=[O:37])[NH:49][c:50]2[n:51][cH:52][cH:53][cH:54][cH:55]2)[c:38]2[cH:39][c:40]([F:48])[c:41]([S:44](=[O:45])(=[O:46])[CH3:47])[cH:42][cH:43]2)[CH2:29][CH2:30][CH2:31][CH2:32]1. Starting materials: O=C1CCC(=O)N1Br, ClCCl, CS(=O)(=O)c1ccc(C(CC2CCCC2)C(=O)O)cc1F, Nc1ccccn1, c1ccc(P(c2ccccc2)c2ccccc2)cc1. Yields the product CS(=O)(=O)c1ccc(C(CC2CCCC2)C(=O)Nc2ccccn2)cc1F.